From a dataset of the Open Reaction Database (ORD), a public repository of structured organic reaction records. describe an organic reaction: reactants, conditions, products, and yield Reactants: ClCCCOCCOCCOCCOC (1-chloro-3-{2-[2-(2-methoxyethoxy)ethoxy]ethoxy}propane), [I-].[K+] (potassium iodide), C1(=CC=CC=C1)P(C1=CC=CC=C1)C1=CC=CC=C1 (triphenylphosphine). The solvent is C(C)#N (acetonitrile). Reaction conditions: temperature -20 celsius. The product is [I-].COCCOCCOCCOCCC[P+](C1=CC=CC=C1)(C1=CC=CC=C1)C1=CC=CC=C1 (3- 2-[2-(2-Methoxyethoxy)ethoxy]ethoxy propyltriphenyl phosphonium iodide). As a reaction SMILES: Cl[CH2:2][CH2:3][CH2:4][O:5][CH2:6][CH2:7][O:8][CH2:9][CH2:10][O:11][CH2:12][CH2:13][O:14][CH3:15].[I-:16].[K+].[C:18]1([P:24]([C:31]2[CH:36]=[CH:35][CH:34]=[CH:33][CH:32]=2)[C:25]2[CH:30]=[CH:29][CH:28]=[CH:27][CH:26]=2)[CH:23]=[CH:22][CH:21]=[CH:20][CH:19]=1>C(#N)C>[I-:16].[CH3:15][O:14][CH2:13][CH2:12][O:11][CH2:10][CH2:9][O:8][CH2:7][CH2:6][O:5][CH2:4][CH2:3][CH2:2][P+:24]([C:25]1[CH:26]=[CH:27][CH:28]=[CH:29][CH:30]=1)([C:31]1[CH:36]=[CH:35][CH:34]=[CH:33][CH:32]=1)[C:18]1[CH:19]=[CH:20][CH:21]=[CH:22][CH:23]=1 |f:1.2,5.6|. Procedure details: To a solution of 1-chloro-3-{2-[2-(2-methoxyethoxy)ethoxy]ethoxy}propane (2.4 g) in dry acetonitrile (30 ml) was added potassium iodide (1.66 g), and triphenylphosphine (2.63 g) and the suspension heated at reflux for 24 hours. The cooled solution was filtered and the filtrate evaporated under reduced pressure to give a colourless oil which on cooling to -20° C. gave a white oily solid. Reactants: C1CCOC1, CC(C)O, CSc1nnc(C(Cl)(c2ccc(Cl)cc2)c2ccc3c(c2)c(-c2cccc(Cl)c2)nc2nnnn23)n1C, N, O. The product is CSc1nnc(C(N)(c2ccc(Cl)cc2)c2ccc3c(c2)c(-c2cccc(Cl)c2)nc2nnnn23)n1C. Reaction SMILES: [CH2:44]1[O:45][CH2:46][CH2:47][CH2:48]1.[CH:2]([OH:3])([CH3:4])[CH3:5].[Cl:6][C:7]([c:8]1[cH:9][c:10]2[c:11](-[c:21]3[cH:22][c:23]([Cl:27])[cH:24][cH:25][cH:26]3)[n:12][c:13]3[n:14]([c:15]2[cH:16][cH:17]1)[n:18][n:19][n:20]3)([c:28]1[n:29][n:30][c:31]([S:34][CH3:35])[n:32]1[CH3:33])[c:36]1[cH:37][cH:38][c:39]([Cl:42])[cH:40][cH:41]1.[NH3:1].[OH2:43]>>[NH2:1][C:7]([c:8]1[cH:9][c:10]2[c:11](-[c:21]3[cH:22][c:23]([Cl:27])[cH:24][cH:25][cH:26]3)[n:12][c:13]3[n:14]([c:15]2[cH:16][cH:17]1)[n:18][n:19][n:20]3)([c:28]1[n:29][n:30][c:31]([S:34][CH3:35])[n:32]1[CH3:33])[c:36]1[cH:37][cH:38][c:39]([Cl:42])[cH:40][cH:41]1. Starting materials: CC(=O)Nc1ccc(S(=O)(=O)Cl)cc1, CNCCc1ccccn1, CC(C)=O, O. The product is CC(=O)Nc1ccc(S(=O)(=O)N(C)CCc2ccccn2)cc1. Reaction SMILES: [C:11]([CH3:12])(=[O:13])[NH:14][c:15]1[cH:16][cH:17][c:18]([S:21](=[O:22])(=[O:23])[Cl:24])[cH:19][cH:20]1.[CH3:1][NH:2][CH2:3][CH2:4][c:5]1[n:6][cH:7][cH:8][cH:9][cH:10]1.[CH3:26][C:27](=[O:28])[CH3:29].[OH2:25]>>[CH3:1][N:2]([CH2:3][CH2:4][c:5]1[n:6][cH:7][cH:8][cH:9][cH:10]1)[S:21]([c:18]1[cH:17][cH:16][c:15]([NH:14][C:11]([CH3:12])=[O:13])[cH:20][cH:19]1)(=[O:22])=[O:23]. Reactants: COC(=O)COc1ccc(C(=O)CBr)cc1, CC#N, c1cc(N2CCNCC2)ccn1. Product: COC(=O)COc1ccc(C(=O)CN2CCN(c3ccncc3)CC2)cc1. As a reaction SMILES: [Br:1][CH2:2][C:3](=[O:4])[c:5]1[cH:6][cH:7][c:8]([O:9][CH2:10][C:11](=[O:12])[O:13][CH3:14])[cH:15][cH:16]1.[CH3:29][C:30]#[N:31].[n:17]1[cH:18][cH:19][c:20]([N:23]2[CH2:24][CH2:25][NH:26][CH2:27][CH2:28]2)[cH:21][cH:22]1>>[CH2:2]([C:3](=[O:4])[c:5]1[cH:6][cH:7][c:8]([O:9][CH2:10][C:11](=[O:12])[O:13][CH3:14])[cH:15][cH:16]1)[N:26]1[CH2:25][CH2:24][N:23]([c:20]2[cH:19][cH:18][n:17][cH:22][cH:21]2)[CH2:28][CH2:27]1. Starting materials: CCNC, C1CCOC1, Cc1ccc(S(=O)(=O)OCCOc2ccc3[nH]nc(S(=O)(=O)c4cccc5ccccc45)c3c2)cc1. Yields the product CCN(C)CCOc1ccc2[nH]nc(S(=O)(=O)c3cccc4ccccc34)c2c1. As a reaction SMILES: [CH2:37]([CH3:38])[NH:39][CH3:40].[CH2:41]1[O:42][CH2:43][CH2:44][CH2:45]1.[c:1]1([S:11](=[O:12])(=[O:13])[c:14]2[n:15][nH:16][c:17]3[cH:18][cH:19][c:20]([O:23][CH2:24][CH2:25][O:26][S:27]([c:28]4[cH:29][cH:30][c:31]([CH3:32])[cH:33][cH:34]4)(=[O:35])=[O:36])[cH:21][c:22]23)[cH:2][cH:3][cH:4][c:5]2[cH:6][cH:7][cH:8][cH:9][c:10]12>>[c:1]1([S:11](=[O:12])(=[O:13])[c:14]2[n:15][nH:16][c:17]3[cH:18][cH:19][c:20]([O:23][CH2:24][CH2:25][N:39]([CH2:37][CH3:38])[CH3:40])[cH:21][c:22]23)[cH:2][cH:3][cH:4][c:5]2[cH:6][cH:7][cH:8][cH:9][c:10]12.